This data is from the Open Reaction Database (ORD), a public repository of structured organic reaction records. The task is: describe an organic reaction: reactants, conditions, products, and yield Reported procedure: A solution of 7.5 parts by weight of pyrazole and 4.0 parts by weight of sodium hydroxide in 20 parts by volume of water was added dropwise at 20°-25° C., with vigorous stirring, to a solution of 24.6 parts by weight of 2-chloro-N-chloromethyl-2',6'-dimethylacetanilide and M parts by weight of phase transfer catalyst in 70 parts by volume of toluene, and stirring was continued for 3-5 hours at the same temperature. After complete conversion (checked by thin layer chromatography), the organic pha... The product is ClCC(=O)N(C1=C(C=CC=C1C)C)CN1N=CC=C1 (2-chloro-2',6'-dimethyl-N-(pyrazol-1-yl-methyl)-acetanilide). The solvent is C1(=CC=CC=C1)C (toluene). The reactants are N1N=CC=C1 (pyrazole), [OH-].[Na+] (sodium hydroxide), O (water), 24.6, ClCC(=O)N(C1=C(C=CC=C1C)C)CCl (2-chloro-N-chloromethyl-2',6'-dimethylacetanilide). Run at time 4 hour. Reaction SMILES: [NH:1]1[CH:5]=[CH:4][CH:3]=[N:2]1.[OH-].[Na+].O.[Cl:9][CH2:10][C:11]([N:13]([CH2:22]Cl)[C:14]1[C:19]([CH3:20])=[CH:18][CH:17]=[CH:16][C:15]=1[CH3:21])=[O:12]>C1(C)C=CC=CC=1>[Cl:9][CH2:10][C:11]([N:13]([CH2:22][N:1]1[CH:5]=[CH:4][CH:3]=[N:2]1)[C:14]1[C:19]([CH3:20])=[CH:18][CH:17]=[CH:16][C:15]=1[CH3:21])=[O:12] |f:1.2|.